Task: describe an organic reaction: reactants, conditions, products, and yield. Dataset: the Open Reaction Database (ORD), a public repository of structured organic reaction records Starting materials: ClCCCOC1=C2[N+](=C3C=CC=C(C3=[N+](C2=CC=C1)[O-])O)[O-] (6-(3-chloropropoxy)-1-phenazinol 5,10-dioxide), N1CCCC1 (pyrrolidine). The solvent is C(Cl)(Cl)Cl (CHCl3). Run at time 0.5 hour. Yields the product N1(CCCC1)CCCOC1=C2[N+](=C3C=CC=C(C3=[N+](C2=CC=C1)[O-])O)[O-] (6-(3-pyrrolidinopropoxy)-1-phenazinol 5,10-dioxide). As a reaction SMILES: Cl[CH2:2][CH2:3][CH2:4][O:5][C:6]1[CH:19]=[CH:18][CH:17]=[C:16]2[C:7]=1[N+:8]([O-:22])=[C:9]1[C:14](=[N+:15]2[O-:20])[C:13]([OH:21])=[CH:12][CH:11]=[CH:10]1.[NH:23]1[CH2:27][CH2:26][CH2:25][CH2:24]1>C(Cl)(Cl)Cl>[N:23]1([CH2:2][CH2:3][CH2:4][O:5][C:6]2[CH:19]=[CH:18][CH:17]=[C:16]3[C:7]=2[N+:8]([O-:22])=[C:9]2[C:14](=[N+:15]3[O-:20])[C:13]([OH:21])=[CH:12][CH:11]=[CH:10]2)[CH2:27][CH2:26][CH2:25][CH2:24]1. Procedure details: 2.0 grams of 6-(3-chloropropoxy)-1-phenazinol 5,10-dioxide and 20ml of pyrrolidine were placed in a flask and stirred at room temperature for 3 1/2 hours. The reaction mixture was diluted with CHCl3 and washed repeatedly with water until the water washes were neutral. The chloroform solution was extracted with 3 × 150 ml of 10 percent aqueous HCl. The acid extracts were combined, neutralized with sodium carbonate, extracted with CHCl3 and the combined CHCl3 extracts were washed with water and dr... Starting materials: CC(C)(C)OC(=O)NCc1ccc(C(=O)NC2CCCCCC2)c(Cl)c1, ClCCl, O=C(O)C(F)(F)F. Yields the product NCc1ccc(C(=O)NC2CCCCCC2)c(Cl)c1. RXN SMILES: [C:1]([O:2][C:3](=[O:4])[NH:8][CH2:9][c:10]1[cH:11][c:12]([Cl:26])[c:13]([C:14](=[O:15])[NH:16][CH:17]2[CH2:18][CH2:19][CH2:20][CH2:21][CH2:22][CH2:23]2)[cH:24][cH:25]1)([CH3:5])([CH3:6])[CH3:7].[Cl:34][CH2:35][Cl:36].[OH:27][C:28]([C:29]([F:30])([F:31])[F:32])=[O:33]>>[NH2:8][CH2:9][c:10]1[cH:11][c:12]([Cl:26])[c:13]([C:14](=[O:15])[NH:16][CH:17]2[CH2:18][CH2:19][CH2:20][CH2:21][CH2:22][CH2:23]2)[cH:24][cH:25]1. Starting materials: O=C1NC(=O)C(Br)S1, CC#N, C1CCOC1, C[Si](C)(C)[N-][Si](C)(C)C, ClC(Cl)Cl, [Li+], Oc1ccc2ccccc2c1. Yields the product O=C1NC(=O)C(Oc2ccc3ccccc3c2)S1. Reaction SMILES: [Br:12][CH:13]1[C:14](=[O:19])[NH:15][C:16](=[O:18])[S:17]1.[C:30](#[N:31])[CH3:32].[CH2:37]1[O:38][CH2:39][CH2:40][CH2:41]1.[CH3:20][Si:21]([N-:22][Si:23]([CH3:24])([CH3:25])[CH3:26])([CH3:27])[CH3:28].[CH:33]([Cl:34])([Cl:35])[Cl:36].[Li+:29].[OH:1][c:2]1[cH:3][cH:4][c:5]2[cH:6][cH:7][cH:8][cH:9][c:10]2[cH:11]1>>[O:1]([c:2]1[cH:3][cH:4][c:5]2[cH:6][cH:7][cH:8][cH:9][c:10]2[cH:11]1)[CH:13]1[C:14](=[O:19])[NH:15][C:16](=[O:18])[S:17]1. Reaction SMILES: C(OC([N:11]1[CH2:20][CH2:19][C:18]2[C:13](=[CH:14][CH:15]=[C:16]([F:22])[C:17]=2Br)[CH:12]1[C:23]1[CH:28]=[C:27]([F:29])[CH:26]=[CH:25][C:24]=1[OH:30])=O)C1C=CC=CC=1.C([O-])([O-])=O.[Cs+].[Cs+].Br[CH2:38][C:39]([O:41][CH2:42][CH3:43])=[O:40]>CN(C=O)C>[CH2:42]([O:41][C:39](=[O:40])[CH2:38][O:30][C:24]1[CH:25]=[CH:26][C:27]([F:29])=[CH:28][C:23]=1[CH:12]1[C:13]2[C:18](=[CH:17][C:16]([F:22])=[CH:15][CH:14]=2)[CH2:19][CH2:20][NH:11]1)[CH3:43] |f:1.2.3|. Conditions: time 18 hour. Reported procedure: To a solution of (±)-5-bromo-6-fluoro-1-(5-fluoro-2-hydroxy-phenyl)-3,4-dihydro-1H-isoquinoline-2-carboxylic acid benzyl ester (50 mg, 0.11 mmol, 1.0 eq.) and Cs2CO3 (104 mg, 0.32 mmol, 3.0 eq.) in DMF (1 mL), ethyl bromoacetate (18 μL, 0.16 mmol, 1.5 eq.) was added. The resulting solution was stirred at r.t. for 18 hours. The solvent was evaporated and the mixture was poured into water and extracted with DCM (3×). The combined extracts were washed with water and dried over MgSO4. To a solution ... Solvent: CN(C)C=O (DMF). Yields the product C(C)OC(COC1=C(C=C(C=C1)F)C1NCCC2=CC(=CC=C12)F)=O ((±)-[4-Fluoro-2-(6-fluoro-1,2,3,4-tetrahydro-isoquinolin-1-yl)-phenoxy]-acetic acid ethyl ester). Reactants: C(C1=CC=CC=C1)OC(=O)N1C(C2=CC=C(C(=C2CC1)Br)F)C1=C(C=CC(=C1)F)O ((±)-5-bromo-6-fluoro-1-(5-fluoro-2-hydroxy-phenyl)-3,4-dihydro-1H-isoquinoline-2-carboxylic acid benzyl ester), C(=O)([O-])[O-].[Cs+].[Cs+] (Cs2CO3), BrCC(=O)OCC (ethyl bromoacetate). Starting materials: ClC=1C=C(C(=NC1C)O)C(=O)O (5-chloro-2-hydroxy-6-methyl-3-pyridinecarboxylic acid), C1(=CC=CC=C1)P(=O)(Cl)Cl (phenylphosphonic dichloride). Solvent: O (water). Run at temperature 135 celsius, time 1 hour. Product: ClC1=NC(=C(C=C1C(=O)O)Cl)C (2,5-Dichloro-6-methyl-3-pyridinecarboxylic acid). RXN SMILES: [Cl:1][C:2]1[CH:3]=[C:4]([C:10]([OH:12])=[O:11])[C:5](O)=[N:6][C:7]=1[CH3:8].C1(P(Cl)([Cl:21])=O)C=CC=CC=1>O>[Cl:21][C:5]1[C:4]([C:10]([OH:12])=[O:11])=[CH:3][C:2]([Cl:1])=[C:7]([CH3:8])[N:6]=1. Procedure: To 5 g (0.027 mole) of 5-chloro-2-hydroxy-6-methyl-3-pyridinecarboxylic acid was added 35 g of phenylphosphonic dichloride. The mixture was heated to 135° C. for 1.5 hr. After cooling, the reaction solution was poured carefully into 250 ml of water and stirred for 1 hr. The water was extracted with 3×100 ml of methylene chloride. The combined organic extracts were washed with 2×100 ml of water, dried over sodium sulfate, filtered, concentrated by rotary evaporation, taken up in toluene, charcoal... The reactants are O=[N+]([O-])c1cc2c(Nc3ccc(F)c(Cl)c3)ncnc2cc1F, [H-], [Na+], C1CCOC1, OCCOC1CCCCO1. Yields the product O=[N+]([O-])c1cc2c(Nc3ccc(F)c(Cl)c3)ncnc2cc1OCCOC1CCCCO1. Reaction SMILES: [Cl:13][c:14]1[cH:15][c:16]([NH:21][c:22]2[n:23][cH:24][n:25][c:26]3[cH:27][c:28]([F:35])[c:29]([N+:32](=[O:33])[O-:34])[cH:30][c:31]23)[cH:17][cH:18][c:19]1[F:20].[H-:1].[Na+:2].[O:36]1[CH2:37][CH2:38][CH2:39][CH2:40]1.[O:3]1[CH:4]([O:9][CH2:10][CH2:11][OH:12])[CH2:5][CH2:6][CH2:7][CH2:8]1>>[O:3]1[CH:4]([O:9][CH2:10][CH2:11][O:12][c:28]2[cH:27][c:26]3[n:25][cH:24][n:23][c:22]([NH:21][c:16]4[cH:15][c:14]([Cl:13])[c:19]([F:20])[cH:18][cH:17]4)[c:31]3[cH:30][c:29]2[N+:32](=[O:33])[O-:34])[CH2:5][CH2:6][CH2:7][CH2:8]1.